From a dataset of the Open Reaction Database (ORD), a public repository of structured organic reaction records. describe an organic reaction: reactants, conditions, products, and yield Reactants: CC(=O)O[BH-](OC(C)=O)OC(C)=O, C1CCOC1, CC1(C)OB(c2csc(C=O)c2)OC1(C)C, C1CCCNCC1, [Na+]. The product is CC1(C)OB(c2csc(CN3CCCCCC3)c2)OC1(C)C. RXN SMILES: [C:24]([O:25][BH-:26]([O:27][C:28](=[O:29])[CH3:30])[O:31][C:32](=[O:33])[CH3:34])(=[O:35])[CH3:36].[CH2:38]1[O:39][CH2:40][CH2:41][CH2:42]1.[CH3:8][C:9]1([CH3:23])[O:10][B:11]([c:16]2[cH:17][c:18]([CH:21]=[O:22])[s:19][cH:20]2)[O:12][C:13]1([CH3:14])[CH3:15].[NH:1]1[CH2:2][CH2:3][CH2:4][CH2:5][CH2:6][CH2:7]1.[Na+:37]>>[N:1]1([CH2:21][c:18]2[cH:17][c:16]([B:11]3[O:10][C:9]([CH3:8])([CH3:23])[C:13]([CH3:14])([CH3:15])[O:12]3)[cH:20][s:19]2)[CH2:2][CH2:3][CH2:4][CH2:5][CH2:6][CH2:7]1. Reactants: CCCCCCCCCCCCCCCCCCO, O=C1C=CC(=O)O1. Product: CCCCCCCCCCCCCCCCCCOC(=O)C=CC(=O)O. As a reaction SMILES: [CH3:8][CH2:9][CH2:10][CH2:11][CH2:12][CH2:13][CH2:14][CH2:15][CH2:16][CH2:17][CH2:18][CH2:19][CH2:20][CH2:21][CH2:22][CH2:23][CH2:24][CH2:25][OH:26].[O:1]=[C:2]1[O:3][C:4](=[O:5])[CH:6]=[CH:7]1>>[O:1]=[C:2]([CH:7]=[CH:6][C:4]([OH:3])=[O:5])[O:26][CH2:25][CH2:24][CH2:23][CH2:22][CH2:21][CH2:20][CH2:19][CH2:18][CH2:17][CH2:16][CH2:15][CH2:14][CH2:13][CH2:12][CH2:11][CH2:10][CH2:9][CH3:8]. Starting materials: C(CCC)[Sn](CCCC)(CCCC)Cl (tri-n-butyltin chloride), [Cl-].[NH4+] (ammonium chloride), BrC1=CC=CC(=N1)C1(CCC1)O (1-(6-bromo-2-pyridinyl)cyclobutanol), C(CCC)[Li].CCCCCC (n-butyllithium hexane). Solvent: O1CCCC1 (tetrahydrofuran), O1CCCC1 (Tetrahydrofuran). Run at time 30 minute. The product is C(CCC)[Sn](C1=CC=CC(=N1)C1(CCC1)O)(CCCC)CCCC (1-[6-(tributylstannyl)pyridin-2-yl]cyclobutanol). Reaction SMILES: Br[C:2]1[N:7]=[C:6]([C:8]2([OH:12])[CH2:11][CH2:10][CH2:9]2)[CH:5]=[CH:4][CH:3]=1.C([Li])CCC.CCCCCC.[CH2:24]([Sn:28](Cl)([CH2:33][CH2:34][CH2:35][CH3:36])[CH2:29][CH2:30][CH2:31][CH3:32])[CH2:25][CH2:26][CH3:27].[Cl-].[NH4+]>O1CCCC1>[CH2:33]([Sn:28]([CH2:24][CH2:25][CH2:26][CH3:27])([CH2:29][CH2:30][CH2:31][CH3:32])[C:2]1[N:7]=[C:6]([C:8]2([OH:12])[CH2:11][CH2:10][CH2:9]2)[CH:5]=[CH:4][CH:3]=1)[CH2:34][CH2:35][CH3:36] |f:1.2,4.5|. Procedure: Tetrahydrofuran (10 mL) solution of 293.1 mg of 1-(6-bromo-2-pyridinyl)cyclobutanol obtained in Example 69-1 was cooled to -78° C. in an acetone/dry ice bath in a nitrogen atmosphere, and 1.8 mL of 1.58 M n-butyllithium/hexane solution was gradually added thereto, and stirred for 30 minutes. Subsequently, tetrahydrofuran (2.0 mL) solution of 0.36 mL of tri-n-butyltin chloride was added thereto at −78° C., and the reaction solution was stirred for 30 minutes. This was processed with aqueous satur...